This data is from the Open Reaction Database (ORD), a public repository of structured organic reaction records. The task is: describe an organic reaction: reactants, conditions, products, and yield Reactants: BrCc1ccccc1, CN(C)C=O, CC(C)n1c(Oc2cc(Cl)cc(Cl)c2)c(CO)n(C)c1=O, [H-], [H][H], [Na+]. Product: CC(C)n1c(Oc2cc(Cl)cc(Cl)c2)c(COCc2ccccc2)n(C)c1=O. Reaction SMILES: [Br:26][CH2:27][c:28]1[cH:29][cH:30][cH:31][cH:32][cH:33]1.[CH3:34][N:35]([CH3:36])[CH:37]=[O:38].[Cl:1][c:2]1[cH:3][c:4]([O:5][c:6]2[n:7]([CH:15]([CH3:16])[CH3:17])[c:8](=[O:14])[n:9]([CH3:13])[c:10]2[CH2:11][OH:12])[cH:18][c:19]([Cl:21])[cH:20]1.[H-:22].[H:24][H:25].[Na+:23]>>[Cl:1][c:2]1[cH:3][c:4]([O:5][c:6]2[n:7]([CH:15]([CH3:16])[CH3:17])[c:8](=[O:14])[n:9]([CH3:13])[c:10]2[CH2:11][O:12][CH2:27][c:28]2[cH:29][cH:30][cH:31][cH:32][cH:33]2)[cH:18][c:19]([Cl:21])[cH:20]1. Reactants: FC1=C(CN2C(N(C(C3=C2SC(=C3CN(CC3=NC=CC=C3)C)C3=CC=C(C=C3)NC(=O)NOC)=O)CCC(=O)OC)=O)C(=CC=C1)F (methyl 3-(1-(2,6-difluorobenzyl)-6-(4-(((methoxyamino)carbonyl)amino)phenyl)-5-((methyl(2-pyridinylmethyl)amino)methyl)-2,4-dioxo-1,4-dihydrothieno[2,3-d]pyrimidin-3(2H)-yl)propanate), NC(CCCO)CC (4-aminohexanol). The product is FC1=C(CN2C(N(C(C3=C2SC(=C3CN(CC3=NC=CC=C3)C)C3=CC=C(C=C3)NC(=O)NOC)=O)C3CCC(CC3)O)=O)C(=CC=C1)F (N-(4-(1-(2,6-difluorobenzyl)-3-(4-hydroxycyclohexyl)-5-((methyl(2-pyridinylmethyl)amino)methyl)-2,4-dioxo-1,2,3,4-tetrahydrothieno[2,3-d]pyrimidin-6-yl)phenyl)-N′-methoxyurea). Yield: 44.6%. RXN SMILES: [F:1][C:2]1[CH:47]=[CH:46][CH:45]=[C:44]([F:48])[C:3]=1[CH2:4][N:5]1[C:10]2[S:11][C:12]([C:24]3[CH:29]=[CH:28][C:27]([NH:30][C:31]([NH:33][O:34][CH3:35])=[O:32])=[CH:26][CH:25]=3)=[C:13]([CH2:14][N:15]([CH3:23])[CH2:16][C:17]3[CH:22]=[CH:21][CH:20]=[CH:19][N:18]=3)[C:9]=2[C:8](=[O:36])[N:7]([CH2:37][CH2:38][C:39](OC)=O)[C:6]1=[O:43].NC(CC)[CH2:51][CH2:52][CH2:53][OH:54]>>[F:1][C:2]1[CH:47]=[CH:46][CH:45]=[C:44]([F:48])[C:3]=1[CH2:4][N:5]1[C:10]2[S:11][C:12]([C:24]3[CH:25]=[CH:26][C:27]([NH:30][C:31]([NH:33][O:34][CH3:35])=[O:32])=[CH:28][CH:29]=3)=[C:13]([CH2:14][N:15]([CH3:23])[CH2:16][C:17]3[CH:22]=[CH:21][CH:20]=[CH:19][N:18]=3)[C:9]=2[C:8](=[O:36])[N:7]([CH:37]2[CH2:38][CH2:39][CH:53]([OH:54])[CH2:52][CH2:51]2)[C:6]1=[O:43]. Procedure details: The similar reaction as described in Example 5 by using the compound obtained in Example 28 (320 mg, 0.5 mmol) and 4-aminohexanol (86 mg, 0.75 mmol) gave the title compound (154 mg, 45%) as colorless crystals. Starting materials: S1C2=C(C=C1C=O)C=CC=C2 (benzo[b]thiophene-2-aldehyde), [Br-].COC(C[P+](C1=CC=CC=C1)(C1=CC=CC=C1)C1=CC=CC=C1)=CC(=O)OC ([2-methoxy-3-(methoxycarbonyl)allyl]triphenylphosphonium bromide), C[O-].[Na+] (sodium methoxide), S(O)(O)(=O)=O (sulfuric acid). Solvent: CO (methanol), O (water), CO (methanol), O1CCOCC1 (dioxane). Conditions: time 10 minute. Product: S1C2=C(C=C1C=CC(CC(=O)OC)=O)C=CC=C2 (methyl 5-(2-benzo-[b]thienyl)-3-oxo-4-pentenoate). Isolated yield 42.8%. Reaction SMILES: [S:1]1[C:5]([CH:6]=O)=[CH:4][C:3]2[CH:8]=[CH:9][CH:10]=[CH:11][C:2]1=2.[Br-].C[O:14][C:15](=[CH:36][C:37]([O:39][CH3:40])=[O:38])[CH2:16][P+](C1C=CC=CC=1)(C1C=CC=CC=1)C1C=CC=CC=1.C[O-].[Na+].S(=O)(=O)(O)O>CO.O1CCOCC1.O>[S:1]1[C:5]([CH:6]=[CH:16][C:15](=[O:14])[CH2:36][C:37]([O:39][CH3:40])=[O:38])=[CH:4][C:3]2[CH:8]=[CH:9][CH:10]=[CH:11][C:2]1=2 |f:1.2,3.4|. Procedure: In 20 ml of methanol were dissolved 1.6 g of benzo[b]thiophene-2-aldehyde and 5.1 g of [2-methoxy-3-(methoxycarbonyl)allyl]triphenylphosphonium bromide, and to this solution was added dropwise 2.1 g of a 28% by weight solution of sodium methoxide in methanol with stirring at room temperature over 10 minutes. This mixture was further reacted at the same temperature for 20 minutes, and the solvent was then removed by distillation under reduced pressure. To the residue was added 20 ml of water, and... The reactants are CC(=O)OC1OC2CC3CC2C1C3, Cc1cc(Cc2cc(C)cc(C(C)(C)C)c2O)c(O)c(C(C)(C)C)c1, C=C(C)C(=O)O. The product is C=C(C)C(=O)OC1OC2CC3CC2C1C3. As a reaction SMILES: [C:1]([O:2][CH:5]1[O:6][CH:7]2[CH2:8][CH:9]3[CH2:10][CH:11]2[CH:12]1[CH2:13]3)(=[O:3])[CH3:4].[CH2:20]([c:21]1[c:22]([OH:23])[c:24]([C:25]([CH3:26])([CH3:27])[CH3:28])[cH:29][c:30]([CH3:31])[cH:32]1)[c:33]1[c:34]([OH:35])[c:36]([C:37]([CH3:38])([CH3:39])[CH3:40])[cH:41][c:42]([CH3:43])[cH:44]1.[CH3:14][C:15](=[CH2:16])[C:17]([OH:18])=[O:19]>>[CH:5]1([O:18][C:17]([C:15]([CH3:14])=[CH2:16])=[O:19])[O:6][CH:7]2[CH2:8][CH:9]3[CH2:10][CH:11]2[CH:12]1[CH2:13]3. Reactants: O=c1cc(OCc2ccccc2)cc[nH]1, CCOC(C)=O, CS(=O)(=O)c1ccc(F)c(F)c1, [H-], [Na+], CN(C)C=O, O. The product is CS(=O)(=O)c1ccc(-n2ccc(OCc3ccccc3)cc2=O)c(F)c1. Reaction SMILES: [CH2:1]([c:2]1[cH:3][cH:4][cH:5][cH:6][cH:7]1)[O:8][c:9]1[cH:10][c:11](=[O:15])[nH:12][cH:13][cH:14]1.[CH3:35][CH2:36][O:37][C:38]([CH3:39])=[O:40].[F:23][c:24]1[c:25]([F:34])[cH:26][c:27]([S:30](=[O:31])(=[O:32])[CH3:33])[cH:28][cH:29]1.[H-:22].[Na+:21].[O:16]=[CH:17][N:18]([CH3:19])[CH3:20].[OH2:41]>>[CH2:1]([c:2]1[cH:3][cH:4][cH:5][cH:6][cH:7]1)[O:8][c:9]1[cH:10][c:11](=[O:15])[n:12](-[c:24]2[c:25]([F:34])[cH:26][c:27]([S:30](=[O:31])(=[O:32])[CH3:33])[cH:28][cH:29]2)[cH:13][cH:14]1. Reactants: C1CCC(N2CCNCC2)C1, N#Cc1ccnc(Cl)c1, CN(C)C=O. Product: N#Cc1ccnc(N2CCN(C3CCCC3)CC2)c1. As a reaction SMILES: [CH:10]1([N:15]2[CH2:16][CH2:17][NH:18][CH2:19][CH2:20]2)[CH2:11][CH2:12][CH2:13][CH2:14]1.[Cl:1][c:2]1[n:3][cH:4][cH:5][c:6]([C:8]#[N:9])[cH:7]1.[O:21]=[CH:22][N:23]([CH3:24])[CH3:25]>>[c:2]1([N:18]2[CH2:17][CH2:16][N:15]([CH:10]3[CH2:11][CH2:12][CH2:13][CH2:14]3)[CH2:20][CH2:19]2)[n:3][cH:4][cH:5][c:6]([C:8]#[N:9])[cH:7]1. Reported procedure: An aqueous NaOH solution (30%, 420 g) was added at room temperature into a stirred mixture of 2,3-dimethyl pentanal (325 g, prepared as above in EXAMPLE II) and aqueous formaldehyde solution (CH2O) (30%, 722 g) while the reaction temperature was allowed to rise up to about 80° C. due to the exothermic reaction. After the addition was completed, the reaction mixture was cooled to about 40° C. The organic phases was separated and fractionally distilled to afford 2-sec-butyl-2-methyl-propane-1,3-di... Reactants: C(C)(CC)C(CO)(CO)C (2-sec-Butyl-2-methyl-propane-1,3-diol), CC1C(CCC(=C1)C)C=O (2,4-dimethyl-cyclohex-3-enecarbaldehyde). As a reaction SMILES: [CH:1]([C:5]([CH3:10])([CH2:8][OH:9])[CH2:6][OH:7])([CH2:3][CH3:4])[CH3:2].[CH3:11][CH:12]1[CH:17]=[C:16]([CH3:18])[CH2:15][CH2:14][CH:13]1[CH:19]=O>>[CH:1]([C:5]1([CH3:10])[CH2:8][O:9][CH:19]([CH:13]2[CH2:14][CH2:15][C:16]([CH3:18])=[CH:17][CH:12]2[CH3:11])[O:7][CH2:6]1)([CH2:3][CH3:4])[CH3:2]. Product: C(C)(CC)C1(COC(OC1)C1C(C=C(CC1)C)C)C (5-sec-butyl-2-(2,4-dimethyl-cyclohex-3-enyl)-5-methyl-[1,3]dioxane). Starting materials: C(=O)O (formic acid), C(C)(=O)OC(C)=O (acetic anhydride), ONC(CS(=O)(=O)N1CCN(CC1)C1=CC=C(C=C1)C#C[Si](C)(C)C)C[C@H](C)C1=CC=CC=C1 (1-{[(4S)-2-(hydroxyamino)-4-phenylpentyl]sulfonyl}-4-[4-(trimethylsilylethynyl)phenyl]piperazine). Run in C(Cl)Cl (CH2Cl2). Conditions: temperature 0 celsius, time 10 minute. Product: ON(C=O)C(C[C@H](C)C1=CC=CC=C1)CS(=O)(=O)N1CCN(CC1)C1=CC=C(C=C1)C#C (hydroxy [(3S)-3-phenyl-1-({[4-(4-ethynylphenyl)piperazin-1-yl]sulfonyl}methyl)butyl]formamide). Yield: 12.7%. RXN SMILES: [CH:1]([OH:3])=O.C(OC(=O)C)(=O)C.[OH:11][NH:12][CH:13]([CH2:36][C@@H:37]([C:39]1[CH:44]=[CH:43][CH:42]=[CH:41][CH:40]=1)[CH3:38])[CH2:14][S:15]([N:18]1[CH2:23][CH2:22][N:21]([C:24]2[CH:29]=[CH:28][C:27]([C:30]#[C:31][Si](C)(C)C)=[CH:26][CH:25]=2)[CH2:20][CH2:19]1)(=[O:17])=[O:16]>C(Cl)Cl>[OH:11][N:12]([CH:13]([CH2:14][S:15]([N:18]1[CH2:19][CH2:20][N:21]([C:24]2[CH:25]=[CH:26][C:27]([C:30]#[CH:31])=[CH:28][CH:29]=2)[CH2:22][CH2:23]1)(=[O:16])=[O:17])[CH2:36][C@@H:37]([C:39]1[CH:40]=[CH:41][CH:42]=[CH:43][CH:44]=1)[CH3:38])[CH:1]=[O:3]. Procedure details: To formic acid (3.75 mL, 98 mmol) at 0° C. was added acetic anhydride (750 μL, 7.8 mmol) and the mixture was stirred at 0° C. for 10 minutes. This was added to a solution of 1-{[(4S)-2-(hydroxyamino)-4-phenylpentyl]sulfonyl}-4-[4-(trimethylsilylethynyl)phenyl]piperazine (720 mg, 94 wt %, 1.35 mmol) in CH2Cl2 (5 mL) cooled to 0° C. The reaction was brought quickly to RT and stirred for 20 minutes. Volatiles were then removed in vacuo, and the residue azeotroped with toluene (3×5 mL). The residue ...